This data is from the Open Reaction Database (ORD), a public repository of structured organic reaction records. The task is: describe an organic reaction: reactants, conditions, products, and yield Reactants: C1(=CC=CC=C1)S (thiophenol), ClC1=NSN=C(C1=O)Cl (3,5-dichloro-4H-1,2,6-thiadiazin-4-one). Solvent: C(C)OCC (ethyl ether), CN(C)C (trimethylamine), C(C)OCC (ethyl ether). Conditions: time 3 hour. The product is ClC1=NSN=C(C1=O)SC1=CC=CC=C1 (3-Chloro-5-phenylthio-4H-1,2,6-thiadiazin-4-one). As a reaction SMILES: [Cl:1][C:2]1[C:7](=[O:8])[C:6](Cl)=[N:5][S:4][N:3]=1.[C:10]1([SH:16])[CH:15]=[CH:14][CH:13]=[CH:12][CH:11]=1>CN(C)C.C(OCC)C>[Cl:1][C:2]1[C:7](=[O:8])[C:6]([S:16][C:10]2[CH:15]=[CH:14][CH:13]=[CH:12][CH:11]=2)=[N:5][S:4][N:3]=1. Reported procedure: In one portion 2.5 g of trimethylamine was added to a solution of 4.6 g of 3,5-dichloro-4H-1,2,6-thiadiazin-4-one in 75 ml of ethyl ether in a 250 ml flask. A solution of 2.8 g of thiophenol in 25 ml of ethyl ether was then added dropwise to the flask during a 15 minute period. The reaction was allowed to stir for 3 hrs. after which it was filtered. The filter cake was washed with ether, and the filter cake was discarded. Successively, the ether solution was washed twice with 50 ml of water and ...